This data is from the Open Reaction Database (ORD), a public repository of structured organic reaction records. The task is: describe an organic reaction: reactants, conditions, products, and yield Reactants: NC1=CC(=C(C=C1[N+](=O)[O-])C1N(CCC1)C(=O)OC(C)(C)C)OC1=CC=C(C=C1)C1=C(C=CC=C1)F (t-butyl 2-(4-amino-2-((2′-fluorobiphenyl-4-yl)oxy)-5-nitrophenyl)pyrrolidine-1-carboxylate), [H][H] (hydrogen). The reagents and catalysts are [Ni] (Raney nickel). The solvent is CO (methanol). Yields the product NC1=CC(=C(C=C1N)C1N(CCC1)C(=O)OC(C)(C)C)OC1=CC=C(C=C1)C1=C(C=CC=C1)F (t-butyl 2-(4,5-diamino-2-((2′-fluorobiphenyl-4-yl)oxy)phenyl)pyrrolidine 1-carboxylate). As a reaction SMILES: [NH2:1][C:2]1[C:7]([N+:8]([O-])=O)=[CH:6][C:5]([CH:11]2[CH2:15][CH2:14][CH2:13][N:12]2[C:16]([O:18][C:19]([CH3:22])([CH3:21])[CH3:20])=[O:17])=[C:4]([O:23][C:24]2[CH:29]=[CH:28][C:27]([C:30]3[CH:35]=[CH:34][CH:33]=[CH:32][C:31]=3[F:36])=[CH:26][CH:25]=2)[CH:3]=1.[H][H]>[Ni].CO>[NH2:1][C:2]1[C:7]([NH2:8])=[CH:6][C:5]([CH:11]2[CH2:15][CH2:14][CH2:13][N:12]2[C:16]([O:18][C:19]([CH3:22])([CH3:20])[CH3:21])=[O:17])=[C:4]([O:23][C:24]2[CH:25]=[CH:26][C:27]([C:30]3[CH:35]=[CH:34][CH:33]=[CH:32][C:31]=3[F:36])=[CH:28][CH:29]=2)[CH:3]=1. Reported procedure: 1 ml of developed Raney nickel was added to a methanol (5 ml) solution of 410 mg of t-butyl 2-(4-amino-2-((2′-fluorobiphenyl-4-yl)oxy)-5-nitrophenyl)pyrrolidine-1-carboxylate, and the reaction liquid was stirred in a hydrogen atmosphere at room temperature for 1 day. The catalyst was removed through filtration through Celite, and the solvent was evaporated away under reduced pressure, and the residue was purified through silica gel column chromatography (developing solvent: hexane/ethyl acetate=... Reactants: BrC1=CC=C(C=2C(C=3CC(CCC3NC12)(C)C)=O)C(=O)OC (methyl 4-bromo-7,7-dimethyl-9-oxo-5,6,7,8,9,10-hexahydro-acridine-1-carboxylate), C(C)(=O)OCC (ethyl acetate). The reagents and catalysts are [Pd] (Pd/C), [Pd] (Pd/C). Run in CO (Methanol). Reaction conditions: time 6 hour. Yields the product CC1(CCC=2NC=3C=CC=C(C3C(C2C1)=O)C(=O)OC)C (Methyl 7,7-dimethyl-9-oxo-5,6,7,8,9,10-hexahydroacridine-1-carboxylate). The yield is 105.1%. RXN SMILES: Br[C:2]1[C:15]2[NH:14][C:13]3[CH2:12][CH2:11][C:10]([CH3:17])([CH3:16])[CH2:9][C:8]=3[C:7](=[O:18])[C:6]=2[C:5]([C:19]([O:21][CH3:22])=[O:20])=[CH:4][CH:3]=1.C(OCC)(=O)C>[Pd].CO>[CH3:16][C:10]1([CH3:17])[CH2:9][C:8]2[C:7](=[O:18])[C:6]3[C:5]([C:19]([O:21][CH3:22])=[O:20])=[CH:4][CH:3]=[CH:2][C:15]=3[NH:14][C:13]=2[CH2:12][CH2:11]1. Procedure: A mixture of methyl 4-bromo-7,7-dimethyl-9-oxo-5,6,7,8,9,10-hexahydro-acridine-1-carboxylate (4.0 g, 11 mmol), ethyl acetate (300 mL), Pd/C (5% Pd on carbon, 50% water, 4.0 g) was stirred at room temperature under an atmosphere of hydrogen for 6 hours. Methanol (100 mL) and Pd/C (5% Pd on carbon, 50% water, 8.0 g) was added to the mixture and stirred for another 1 hour. The mixture was filtered through celite and the filtrate was concentrated to give the desired product (3.3 g, crude) which was ...